Dataset: the Open Reaction Database (ORD), a public repository of structured organic reaction records. Task: describe an organic reaction: reactants, conditions, products, and yield Reactants: O=C([O-])[O-], C[Si](C)(C)c1occc1C(=O)O, CN(C)C=O, CCI, [K+], [K+], O. Yields the product CCOC(=O)c1ccoc1[Si](C)(C)C. As a reaction SMILES: [C:13](=[O:14])([O-:15])[O-:16].[CH3:1][Si:2]([c:3]1[o:4][cH:5][cH:6][c:7]1[C:8](=[O:9])[OH:10])([CH3:11])[CH3:12].[CH3:23][N:24]([CH3:25])[CH:26]=[O:27].[I:19][CH2:20][CH3:21].[K+:17].[K+:18].[OH2:22]>>[CH3:1][Si:2]([c:3]1[o:4][cH:5][cH:6][c:7]1[C:8]([O:9][CH2:20][CH3:21])=[O:10])([CH3:11])[CH3:12]. Starting materials: C(C1=CC=CC=C1)NC1=CC=CC=C1 (N-benzylaniline), COC=1C=C(C=CC1OC)P(=O)(Cl)Cl (3,4-dimethoxyphenyl phosphonic dichloride), COC=1C=C(C=CC1OC)P(=O)(Cl)Cl (3,4-dimethoxyphenyl phosphonic dichloride), dilithio. Run in C(C)(=O)OCC (ethyl acetate). Product: COC=1C=C(C=CC1OC)P1(N(CC2=C1C=CC=C2)C2=CC=CC=C2)=O (1-(3,4-dimethoxyphenyl)-2-phenyl-2,3-dihydro-1H-2,1-benzazaphosphole-1-oxide). Yield: 34.0%. As a reaction SMILES: [CH2:1]([NH:8][C:9]1[CH:14]=[CH:13][CH:12]=[CH:11][CH:10]=1)[C:2]1[CH:7]=[CH:6][CH:5]=[CH:4][CH:3]=1.[CH3:15][O:16][C:17]1[CH:18]=[C:19]([P:25](Cl)(Cl)=[O:26])[CH:20]=[CH:21][C:22]=1[O:23][CH3:24]>C(OCC)(=O)C>[CH3:15][O:16][C:17]1[CH:18]=[C:19]([P:25]2(=[O:26])[C:3]3[CH:4]=[CH:5][CH:6]=[CH:7][C:2]=3[CH2:1][N:8]2[C:9]2[CH:14]=[CH:13][CH:12]=[CH:11][CH:10]=2)[CH:20]=[CH:21][C:22]=1[O:23][CH3:24]. Procedure details: The procedure of Example 1 was employed utilizing N-benzylaniline and 3,4-dimethoxyphenyl phosphonic dichloride. The reaction of the dilithio compound and the 3,4-dimethoxyphenyl phosphonic dichloride was conducted at 0° C. The crude product produced as a result of the chromatographic separation was dissolved in ethyl acetate and crystallized from diethyl ether to yield 1-(3,4-dimethoxyphenyl)-2-phenyl-2,3-dihydro-1H-2,1-benzazaphosphole-1-oxide (3.7 g, 34% yield) as beige plates having a meltin... Reactants: C1(=CC=CC=C1)OC(NC1=C(C(=NS1)OCC1=C(C(=C(C=C1F)C)F)F)C(N)=O)=O ([4-carbamoyl-3-(2,3,6-trifluoro-4-methyl-benzyloxy)-isothiazol-5-yl]-carbamic acid phenyl ester), NCCCCN(CCO)CC (2-[(4-amino-butyl)-ethyl-amino]-ethanol). The product is C(C)N(CCCCNC(NC1=C(C(=NS1)OCC1=C(C(=C(C=C1F)C)F)F)C(=O)N)=O)CCO (5-(3-{4-[Ethyl-(2-hydroxy-ethyl)-amino]-butyl}-ureido)-3-(2,3,6-trifluoro-4-methyl-benzyloxy)-isothiazole-4-carboxylic Acid Amide). RXN SMILES: C1(O[C:8](=[O:30])[NH:9][C:10]2[S:14][N:13]=[C:12]([O:15][CH2:16][C:17]3[C:22]([F:23])=[CH:21][C:20]([CH3:24])=[C:19]([F:25])[C:18]=3[F:26])[C:11]=2[C:27](=[O:29])[NH2:28])C=CC=CC=1.[NH2:31][CH2:32][CH2:33][CH2:34][CH2:35][N:36]([CH2:40][CH3:41])[CH2:37][CH2:38][OH:39]>>[CH2:40]([N:36]([CH2:37][CH2:38][OH:39])[CH2:35][CH2:34][CH2:33][CH2:32][NH:31][C:8](=[O:30])[NH:9][C:10]1[S:14][N:13]=[C:12]([O:15][CH2:16][C:17]2[C:22]([F:23])=[CH:21][C:20]([CH3:24])=[C:19]([F:25])[C:18]=2[F:26])[C:11]=1[C:27]([NH2:28])=[O:29])[CH3:41]. Procedure: The title compound was prepared from [4-carbamoyl-3-(2,3,6-trifluoro-4-methyl-benzyloxy)-isothiazol-5-yl]-carbamic acid phenyl ester and 2-[(4-amino-butyl)-ethyl-amino]-ethanol by the procedure analogous to Example 1. MS (APCl, m/z): 504 [M+H]+. The reactants are CN(C)C=O, Clc1ccnc2ccccc12, [H-], [Na+], c1cnc2[nH]ccc2c1. The product is c1cnc2c(c1)ccn2-c1ccnc2ccccc12. RXN SMILES: [CH3:23][N:24]([CH3:25])[CH:26]=[O:27].[Cl:12][c:13]1[cH:14][cH:15][n:16][c:17]2[cH:18][cH:19][cH:20][cH:21][c:22]12.[H-:10].[Na+:11].[nH:1]1[cH:2][cH:3][c:4]2[c:5]1[n:6][cH:7][cH:8][cH:9]2>>[n:1]1(-[c:13]2[cH:14][cH:15][n:16][c:17]3[cH:18][cH:19][cH:20][cH:21][c:22]23)[cH:2][cH:3][c:4]2[c:5]1[n:6][cH:7][cH:8][cH:9]2. The reactants are CNCCOC, Cn1cc(C(=O)O)cn1. Product: COCCN(C)C(=O)c1cnn(C)c1. RXN SMILES: [CH3:10][O:11][CH2:12][CH2:13][NH:14][CH3:15].[CH3:1][n:2]1[n:3][cH:4][c:5]([C:7](=[O:8])[OH:9])[cH:6]1>>[CH3:1][n:2]1[n:3][cH:4][c:5]([C:7](=[O:9])[N:14]([CH2:13][CH2:12][O:11][CH3:10])[CH3:15])[cH:6]1. Starting materials: C(C)OC(CC(C)C=1C=C2CCNC(C2=CC1)C(CC1=CC2=C(N=C(O2)NC2=C(C=CC=C2)C)C(=C1)C)=O)=O (3-{((4-methyl-2-o-tolylamino-benzoxazol-6-yl)-acetyl)-1,2,3,4-tetrahydro-isoquinolin -6-yl}-butanoic acid ethyl ester), [OH-].[Na+] (sodium hydroxide). The solvent is C(C)O (ethanol). Yields the product CC1=CC(=CC2=C1N=C(O2)NC2=C(C=CC=C2)C)CC(=O)C2NCCC1=CC(=CC=C21)C(CC(=O)O)C (3-{((4-Methyl-2-o-tolylamino-benzoxazol-6-yl)-acetyl)-1,2,3,4-tetrahydro-isoquinolin-6-yl}-butanoic acid). RXN SMILES: C([O:3][C:4](=[O:39])[CH2:5][CH:6]([C:8]1[CH:9]=[C:10]2[C:15](=[CH:16][CH:17]=1)[CH:14]([C:18](=[O:38])[CH2:19][C:20]1[CH:36]=[C:35]([CH3:37])[C:23]3[N:24]=[C:25]([NH:27][C:28]4[CH:33]=[CH:32][CH:31]=[CH:30][C:29]=4[CH3:34])[O:26][C:22]=3[CH:21]=1)[NH:13][CH2:12][CH2:11]2)[CH3:7])C.[OH-].[Na+]>C(O)C>[CH3:37][C:35]1[C:23]2[N:24]=[C:25]([NH:27][C:28]3[CH:33]=[CH:32][CH:31]=[CH:30][C:29]=3[CH3:34])[O:26][C:22]=2[CH:21]=[C:20]([CH2:19][C:18]([CH:14]2[C:15]3[C:10](=[CH:9][C:8]([CH:6]([CH3:7])[CH2:5][C:4]([OH:39])=[O:3])=[CH:17][CH:16]=3)[CH2:11][CH2:12][NH:13]2)=[O:38])[CH:36]=1 |f:1.2|. Reported procedure: A stirred solution of 3-{((4-methyl-2-o-tolylamino-benzoxazol-6-yl)-acetyl)-1,2,3,4-tetrahydro-isoquinolin -6-yl}-butanoic acid ethyl ester [0.1 g, Reference Example 1(a)] in ethanol (20 mL), under argon and at room temperature, was treated with sodium hydroxide solution (1 mL, 1M) and then heated at reflux temperature for 2.5 hours. The reaction mixture was evaporated to low volume (approximately 2 mL) and then treated with water (12 mL). This mixture was acidified to pH 1 by addition of hydroc... Reactants: C(C)N1C2=CC=CC=C2C=2C=C(C=CC12)\C=C\C(CC(\C=C\C1=CC(=C(C=C1)OC)O)=O)=O ((1E,6E)-1-(9-ethyl-9H-carbazol-3-yl)-7-(3-hydroxy-4-methoxyphenyl)hepta-1,6-diene-3,5-dione), CN(C1=CC=C(C=C1)\C=C\C(CC(\C=C\C1=CC(=C(C=C1)O)OC)=O)=O)C ((1E,6E)-1-(4-dimethylaminophenyl)-7-(4-hydroxy-3-methoxyphenyl)hepta-1,6-diene-3,5-dione). Product: C(C)N1C2=CC=CC=C2C=2C=C(C=CC12)CCC(CC(CCC1=CC(=C(C=C1)OC)O)=O)=O (1-(9-ethyl-9H-carbazol-3-yl)-7-(3-hydroxy-4-methoxyphenyl)heptane-3,5-dione), solid. The yield is 65.0%. Reaction SMILES: [CH2:1]([N:3]1[C:15]2[CH:14]=[CH:13][C:12](/[CH:16]=[CH:17]/[C:18](=[O:33])[CH2:19][C:20](=[O:32])/[CH:21]=[CH:22]/[C:23]3[CH:28]=[CH:27][C:26]([O:29][CH3:30])=[C:25]([OH:31])[CH:24]=3)=[CH:11][C:10]=2[C:9]2[C:4]1=[CH:5][CH:6]=[CH:7][CH:8]=2)[CH3:2].CN(C)C1C=CC(/C=C/C(=O)CC(=O)/C=C/C2C=CC(O)=C(OC)C=2)=CC=1>>[CH2:1]([N:3]1[C:15]2[CH:14]=[CH:13][C:12]([CH2:16][CH2:17][C:18](=[O:33])[CH2:19][C:20](=[O:32])[CH2:21][CH2:22][C:23]3[CH:28]=[CH:27][C:26]([O:29][CH3:30])=[C:25]([OH:31])[CH:24]=3)=[CH:11][C:10]=2[C:9]2[C:4]1=[CH:5][CH:6]=[CH:7][CH:8]=2)[CH3:2]. Procedure details: The title compound was synthesized using the same procedure employed for Example 372, but with (1E,6E)-1-(9-ethyl-9H-carbazol-3-yl)-7-(3-hydroxy-4-methoxyphenyl)hepta-1,6-diene-3,5-dione (20 mg, 59 μmol, synthesized in Example 84) as the starting material instead of (1E,6E)-1-(4-dimethylaminophenyl)-7-(4-hydroxy-3-methoxyphenyl)hepta-1,6-diene-3,5-dione, and was purified by silica gel column chromatography eluting with hexane/ethyl acetate=75/25 to 65/35. The product was obtained as a solid (13.... Reactants: BrCCCC\C=C/C=C\CCCCBr (cis-cis-1,12-Dibromo-dodeca-5,7-diene), C1=NC=CC=2CCCCC12 (5,6,7,8-tetrahydro-isoquinoline). The solvent is C(C)#N (acetonitrile). The product is [Br-].[Br-].C(CCC\C=C/C=C\CCCC[N+]1=CC=2CCCCC2C=C1)[N+]1=CC=2CCCCC2C=C1 (cis-cis-N,N′-(dodeca-5,7-diene-1,12-diyl)-bis-(5,6,7,8-tetrahydro-isoquinolinium)dibromide). As a reaction SMILES: [Br:1][CH2:2][CH2:3][CH2:4][CH2:5]/[CH:6]=[CH:7]\[CH:8]=[CH:9]/[CH2:10][CH2:11][CH2:12][CH2:13]Br.[CH:15]1[C:24]2[CH2:23][CH2:22][CH2:21][CH2:20][C:19]=2[CH:18]=[CH:17][N:16]=1>C(#N)C>[Br-:1].[Br-:1].[CH2:2]([N+:16]1[CH:17]=[CH:18][C:19]2[CH2:20][CH2:21][CH2:22][CH2:23][C:24]=2[CH:15]=1)[CH2:3][CH2:4][CH2:5]/[CH:6]=[CH:7]\[CH:8]=[CH:9]/[CH2:10][CH2:11][CH2:12][CH2:13][N+:16]1[CH:17]=[CH:18][C:19]2[CH2:20][CH2:21][CH2:22][CH2:23][C:24]=2[CH:15]=1 |f:3.4.5|. Procedure details: cis-cis-1,12-Dibromo-dodeca-5,7-diene was added to a solution of 5,6,7,8-tetrahydro-isoquinoline (3 mmol) in acetonitrile and the solution refluxed for 24 hours. The acetonitrile was removed in vacuum and the resulting residue was partitioned between ether and water. The aqueous layer was washed extensively with ether until no isoquinoline left in the aqueous layer. The resulting aqueous solution of the product was lyophilized to yield the pure product. (75%). 1HNMR (300 MHz, D2O, ppm), 8.30 (s,...